This data is from the Open Reaction Database (ORD), a public repository of structured organic reaction records. The task is: describe an organic reaction: reactants, conditions, products, and yield Reactants: CCS(=O)(=O)c1ccc(OC)c(Nc2ncc(C(C)NC(=O)c3cccc(Br)c3)nn2)c1, CC(NC(=O)c1cccc(Br)c1)c1cnc(S(C)(=O)=O)nn1, Nc1ccc(N2CCOCC2)c(Cl)c1, C1CCOC1, O, Cc1ccc(S(=O)(=O)O)cc1. The product is CC(NC(=O)c1cccc(Br)c1)c1cnc(Nc2ccc(N3CCOCC3)c(Cl)c2)nn1. Reaction SMILES: [Br:1][c:2]1[cH:3][c:4]([C:8]([NH:9][CH:10]([c:11]2[n:12][n:13][c:14]([NH:15][c:16]3[cH:17][c:18]([S:19]([CH2:20][CH3:21])(=[O:22])=[O:23])[cH:24][cH:25][c:26]3[O:27][CH3:28])[n:29][cH:30]2)[CH3:31])=[O:32])[cH:5][cH:6][cH:7]1.[Br:33][c:34]1[cH:35][c:36]([C:37](=[O:38])[NH:39][CH:40]([CH3:41])[c:42]2[cH:43][n:44][c:45]([S:48]([CH3:49])(=[O:50])=[O:51])[n:46][n:47]2)[cH:52][cH:53][cH:54]1.[Cl:55][c:56]1[cH:57][c:58]([NH2:59])[cH:60][cH:61][c:62]1[N:63]1[CH2:64][CH2:65][O:66][CH2:67][CH2:68]1.[O:81]1[CH2:82][CH2:83][CH2:84][CH2:85]1.[OH2:69].[c:70]1([CH3:71])[cH:72][cH:73][c:74]([S:75]([OH:76])(=[O:77])=[O:78])[cH:79][cH:80]1>>[Br:33][c:34]1[cH:35][c:36]([C:37](=[O:38])[NH:39][CH:40]([CH3:41])[c:42]2[cH:43][n:44][c:45]([NH:59][c:58]3[cH:57][c:56]([Cl:55])[c:62]([N:63]4[CH2:64][CH2:65][O:66][CH2:67][CH2:68]4)[cH:61][cH:60]3)[n:46][n:47]2)[cH:52][cH:53][cH:54]1. Reactants: C(C)(C)(C)C1=C(C=C(C=C1)C(F)(F)F)[N+](=O)[O-] (2-t-butyl-5-trifluoromethylnitrobenzene). Reagents/catalysts: [Pd] (Pd/C). Solvent: C(C)O (ethanol). Yields the product C(C)(C)(C)C1=C(N)C=C(C=C1)C(F)(F)F (2-t-butyl-5-trifluoromethylaniline). RXN SMILES: [C:1]([C:5]1[CH:10]=[CH:9][C:8]([C:11]([F:14])([F:13])[F:12])=[CH:7][C:6]=1[N+:15]([O-])=O)([CH3:4])([CH3:3])[CH3:2]>C(O)C.[Pd]>[C:1]([C:5]1[CH:10]=[CH:9][C:8]([C:11]([F:12])([F:13])[F:14])=[CH:7][C:6]=1[NH2:15])([CH3:4])([CH3:2])[CH3:3]. Procedure details: A solution of 2-t-butyl-5-trifluoromethylnitrobenzene (26.0 g, 105 mmol) in ethanol (95%, 100 mL) is treated with 10% Pd/C (2 g) and placed under a hydrogen atmosphere (40 psi) on a Parr apparatus for 1.5 h. The mixture is filtered, concentrated and purified by silica gel chromatography (7:1 hexane to ethyl acetate) to give 2-t-butyl-5-trifluoromethylaniline as an oil; yield: 20.2 g (89%). Starting materials: C(C)(C)(C)N (Tertiary butylamine), bromoacetate ester, esters, P(=O)(O)(O)CNCC(=O)O (N-phosphonomethylglycine), C(C)(C)(C)N(CC(=O)O)CP(=O)(O)O (N-t-butyl-N-phosphonomethylglycine). Yields the product ester, C(C)(C)(C)NCC(=O)O (N-t-butylglycine). RXN SMILES: P(CNCC(O)=O)(O)(O)=O.[C:11]([N:15](CP(O)(O)=O)[CH2:16][C:17]([OH:19])=[O:18])([CH3:14])([CH3:13])[CH3:12].C(N)(C)(C)C>>[C:11]([NH:15][CH2:16][C:17]([OH:19])=[O:18])([CH3:14])([CH3:13])[CH3:12]. Reported procedure: Gaertner, U.S. Pat. No. 3,927,080, describes the production of N-phosphonomethylglycine by acid-catalyzed dealkylation of N-t-butyl-N-phosphonomethylglycine or its esters. Tertiary butylamine is reacted with a bromoacetate ester to produce an ester of N-t-butylglycine which is in turn reacted with formaldehyde and phosphorous acid to produce the N-t-butyl-N-phosphonomethylglycine precursor. Reactants: N1CC(CCC1)CN1CCC2=C(CC1=O)C=C1C(=C2)OCO1 (3-[(piperidin-3-yl)-methyl]-7,8-methylenedioxy-1,3,4,5-tetrahydro-2H-3-benzazepin-2-one), COC1=CC=C(C=C1)CCCl (2-(4-methoxyphenyl)-ethylchloride). The solvent is CN(C=O)C.C([O-])([O-])=O.[K+].[K+] (dimethyl-formamide potassium carbonate). Product: Cl.COC1=CC=C(C=C1)CCN1CC(CCC1)CN1CCC2=C(CC1=O)C=C1C(=C2)OCO1 (3-[(N-(2-(4-Methoxy-phenyl)-ethyl)-piperidin-3-yl)-methyl]-7,8-methylenedioxy-1,3,4, 5-tetrahydro-2H-3-benzazepin-2-one-hydrochloride). As a reaction SMILES: [NH:1]1[CH2:6][CH2:5][CH2:4][CH:3]([CH2:7][N:8]2[C:14](=[O:15])[CH2:13][C:12]3[CH:16]=[C:17]4[O:22][CH2:21][O:20][C:18]4=[CH:19][C:11]=3[CH2:10][CH2:9]2)[CH2:2]1.[CH3:23][O:24][C:25]1[CH:30]=[CH:29][C:28]([CH2:31][CH2:32][Cl:33])=[CH:27][CH:26]=1>CN(C)C=O.C(=O)([O-])[O-].[K+].[K+]>[ClH:33].[CH3:23][O:24][C:25]1[CH:30]=[CH:29][C:28]([CH2:31][CH2:32][N:1]2[CH2:6][CH2:5][CH2:4][CH:3]([CH2:7][N:8]3[C:14](=[O:15])[CH2:13][C:12]4[CH:16]=[C:17]5[O:22][CH2:21][O:20][C:18]5=[CH:19][C:11]=4[CH2:10][CH2:9]3)[CH2:2]2)=[CH:27][CH:26]=1 |f:2.3.4.5,6.7|. Reported procedure: Prepared from 3-[(piperidin-3-yl)-methyl]-7,8-methylenedioxy-1,3,4,5-tetrahydro-2H-3-benzazepin-2-one and 2-(4-methoxyphenyl)-ethylchloride in dimethyl-formamide/potassium carbonate at 120° C. analogously to Example 1. Reactants: NC(=O)N (urea), N1(CCC1)S(=O)(=O)C=1C(=C(N)C=CC1Cl)O (3-(azetidin- 1 -yl)sulfonyl-4-chloro-2-hydroxyaniline), ClC1=C(C=CC=C1)N=C=O (2-chlorophenylisocyanate). The product is N1(CCC1)S(=O)(=O)C=1C(=C(C=CC1Cl)NC(=O)NC1=C(C=CC=C1)Cl)O (N-[3-(1-azetidinylsulfonyl)-4-chloro-2-hydroxyphenyl]-N′-(2-chlorophenyl) urea). Yield: 53.4%. Reaction SMILES: NC(N)=O.[N:5]1([S:9]([C:12]2[C:13]([OH:20])=[C:14]([CH:16]=[CH:17][C:18]=2[Cl:19])[NH2:15])(=[O:11])=[O:10])[CH2:8][CH2:7][CH2:6]1.[Cl:21][C:22]1[CH:27]=[CH:26][CH:25]=[CH:24][C:23]=1[N:28]=[C:29]=[O:30]>>[N:5]1([S:9]([C:12]2[C:13]([OH:20])=[C:14]([NH:15][C:29]([NH:28][C:23]3[CH:24]=[CH:25][CH:26]=[CH:27][C:22]=3[Cl:21])=[O:30])[CH:16]=[CH:17][C:18]=2[Cl:19])(=[O:11])=[O:10])[CH2:8][CH2:7][CH2:6]1. Procedure details: Following the general procedure for urea formation outlined in example 15, 3-(azetidin- 1 -yl)sulfonyl-4-chloro-2-hydroxyaniline (235 mg, 0.9 mmol) and 2-chlorophenylisocyanate (1 34 mg, 0.9 mmol) were coupled to form the desired urea (200 mg, 54%). LC-MS 416.0 (M+).